From a dataset of the Open Reaction Database (ORD), a public repository of structured organic reaction records. describe an organic reaction: reactants, conditions, products, and yield Reactants: COc1cc([N+](=O)[O-])ccc1Br, Cc1ccccc1, CN(C)C=O, O=C([O-])C(F)(F)F, [K+]. Product: COc1cc([N+](=O)[O-])ccc1C(F)(F)F. RXN SMILES: [Br:1][c:2]1[c:3]([O:11][CH3:12])[cH:4][c:5]([N+:8](=[O:9])[O-:10])[cH:6][cH:7]1.[CH3:21][c:22]1[cH:23][cH:24][cH:25][cH:26][cH:27]1.[CH3:28][N:29]([CH3:30])[CH:31]=[O:32].[F:13][C:14]([C:15]([O-:16])=[O:17])([F:18])[F:19].[K+:20]>>[c:2]1([C:14]([F:13])([F:18])[F:19])[c:3]([O:11][CH3:12])[cH:4][c:5]([N+:8](=[O:9])[O-:10])[cH:6][cH:7]1. Reaction SMILES: [OH:1][C:2]1[CH:3]=[C:4]([CH:8]=[CH:9][CH:10]=1)[C:5]([NH2:7])=[O:6].C(=O)([O-])[O-].[K+].[K+].[F:17][C:18]1[CH:25]=[CH:24][C:21]([CH2:22]Br)=[CH:20][CH:19]=1>C(#N)C>[F:17][C:18]1[CH:25]=[CH:24][C:21]([CH2:22][O:1][C:2]2[CH:3]=[C:4]([CH:8]=[CH:9][CH:10]=2)[C:5]([NH2:7])=[O:6])=[CH:20][CH:19]=1 |f:1.2.3|. The solvent is C(C)#N (acetonitrile). Starting materials: OC=1C=C(C(=O)N)C=CC1 (3-hydroxybenzamide), C([O-])([O-])=O.[K+].[K+] (potassium carbonate), FC1=CC=C(CBr)C=C1 (p-fluorobenzyl bromide). Reported procedure: To 3-hydroxybenzamide (2.0 mM) under nitrogen was added anhydrous acetonitrile (30 ml), potassium carbonate (2.0 mM), and p-fluorobenzyl bromide (2.0 mM). The mixture was refluxed for 14 hours, and the progress of the reaction monitored by TLC. The excess solvent was removed under vacuum, until dry, and the title compound was recrystallised from hot dichloromethane (minimum amount), and petrol ether 40/60. A white crystalline solid was isolated and dried. Melting point: 161-162° C. Infrared data... Product: FC1=CC=C(COC=2C=C(C(=O)N)C=CC2)C=C1 (3-(4-Fluorobenzyloxy)benzamide).